From a dataset of the Open Reaction Database (ORD), a public repository of structured organic reaction records. describe an organic reaction: reactants, conditions, products, and yield The reactants are OCCCCCCCCCCCC(=O)O (12-Hydroxydodecanoic acid), O1CCCC=C1 (dihydropyran). Reagents/catalysts: O.C1(=CC=C(C=C1)S(=O)(=O)O)C (p-toluenesulfonic acid monohydrate). Solvent: C1CCOC1 (THF). Reaction conditions: time 10 minute. Product: O1C(CCCC1)OCCCCCCCCCCCC(=O)O (12-(tetrahydropyranyloxy)dodecanoic acid). Yield: 79.9%. RXN SMILES: [OH:1][CH2:2][CH2:3][CH2:4][CH2:5][CH2:6][CH2:7][CH2:8][CH2:9][CH2:10][CH2:11][CH2:12][C:13]([OH:15])=[O:14].[O:16]1[CH:21]=[CH:20][CH2:19][CH2:18][CH2:17]1>C1COCC1.O.C1(C)C=CC(S(O)(=O)=O)=CC=1>[O:16]1[CH2:21][CH2:20][CH2:19][CH2:18][CH:17]1[O:1][CH2:2][CH2:3][CH2:4][CH2:5][CH2:6][CH2:7][CH2:8][CH2:9][CH2:10][CH2:11][CH2:12][C:13]([OH:15])=[O:14] |f:3.4|. Reported procedure: 12-Hydroxydodecanoic acid (2.16 g, 10.0 mmol) was suspended in 20mL of dry THF. After the addition of 1.39g (16.5 mmol) of dihydropyran, the solution was stirred for 10 min. at room temperature. Twenty mg (0.105 mmol) of crystalline p-toluenesulfonic acid monohydrate was then added. The mixture became clear immediately, and was stirred for an additional 2 hours at room temperature. Evaporation of solvent under reduced pressure afforded a crude product which was purified by flash chromatography (... Reaction conditions: time 12 hour. Procedure details: 1-[4-Amino-5-chloro-2-methoxyphenyl]-3-{1-[2-(methylsulfonyl) aminoethyl]-piperidin-4-yl}propan-1-one (1.19 g, 2.8 mmol), prepared as in Example 11, was dissolved in dichloroethane (50 mL). Boron tribromide in methylene chloride (4 mL, 1.0 g, 4.0 mmol) was added and the mixture was stirred for approximately 12 hours. The mixture was then poured over ice and methylene chloride (150 mL) and ammonium hydroxide) were added. This bilayer mixture was stirred until a solution had formed in the methylen... Reactants: NC1=CC(=C(C=C1Cl)C(CCC1CCN(CC1)CCNS(=O)(=O)C)=O)OC (1-[4-Amino-5-chloro-2-methoxyphenyl]-3-{1-[2-(methylsulfonyl) aminoethyl]-piperidin-4-yl}propan-1-one), B(Br)(Br)Br (Boron tribromide), C(Cl)Cl (methylene chloride), C(Cl)Cl (methylene chloride), [OH-].[NH4+] (ammonium hydroxide), C(Cl)Cl (methylene chloride). Product: NC1=CC(=C(C=C1Cl)C(CCC1CCN(CC1)CCNS(=O)(=O)C)=O)O (1-(4-amino-5-chloro-2-hydroxyphenyl)-3-{1-[2-(methylsulfonyl)aminoethyl]piperidin-4-yl}propan-1-one). RXN SMILES: [NH2:1][C:2]1[C:7]([Cl:8])=[CH:6][C:5]([C:9](=[O:25])[CH2:10][CH2:11][CH:12]2[CH2:17][CH2:16][N:15]([CH2:18][CH2:19][NH:20][S:21]([CH3:24])(=[O:23])=[O:22])[CH2:14][CH2:13]2)=[C:4]([O:26]C)[CH:3]=1.B(Br)(Br)Br.C(Cl)Cl.[OH-].[NH4+]>ClC(Cl)C>[NH2:1][C:2]1[C:7]([Cl:8])=[CH:6][C:5]([C:9](=[O:25])[CH2:10][CH2:11][CH:12]2[CH2:13][CH2:14][N:15]([CH2:18][CH2:19][NH:20][S:21]([CH3:24])(=[O:23])=[O:22])[CH2:16][CH2:17]2)=[C:4]([OH:26])[CH:3]=1 |f:3.4|. The solvent is ClC(C)Cl (dichloroethane). Isolated yield 70.7%. Reactants: C1(=CC=CC=C1)C(C1=CC=CC=C1)=NC1=CC(=C(C=C1)[C@@H]1CN(CCO1)C(=O)OC(C)(C)C)F ((R)-tert-butyl 2-(4-(diphenylmethyleneamino)-2-fluorophenyl)morpholine-4-carboxylate), C(C)(=O)[O-].[Na+] (sodium acetate), Cl.NO (hydroxylamine hydrochloride). The solvent is CO (methanol). Run at temperature 50 celsius, time 8 hour. The product is NC1=CC(=C(C=C1)[C@@H]1CN(CCO1)C(=O)OC(C)(C)C)F ((R)-tert-butyl 2-(4-amino-2-fluorophenyl)morpholine-4-carboxylate). Yield: 78.4%. Reaction SMILES: C1(C(=[N:14][C:15]2[CH:20]=[CH:19][C:18]([C@H:21]3[O:26][CH2:25][CH2:24][N:23]([C:27]([O:29][C:30]([CH3:33])([CH3:32])[CH3:31])=[O:28])[CH2:22]3)=[C:17]([F:34])[CH:16]=2)C2C=CC=CC=2)C=CC=CC=1.C([O-])(=O)C.[Na+].Cl.NO>CO>[NH2:14][C:15]1[CH:20]=[CH:19][C:18]([C@H:21]2[O:26][CH2:25][CH2:24][N:23]([C:27]([O:29][C:30]([CH3:32])([CH3:31])[CH3:33])=[O:28])[CH2:22]2)=[C:17]([F:34])[CH:16]=1 |f:1.2,3.4|. Reported procedure: To a stirred solution of (R)-tert-butyl 2-(4-(diphenylmethyleneamino)-2-fluorophenyl)morpholine-4-carboxylate (5.95 g) in methanol (50 ml) were added sodium acetate (2.93 g) and hydroxylamine hydrochloride (1.82 g). The reaction mixture was stirred at 50° C. overnight. The reaction mixture was then filtered through sintered glass and the filtrate was concentrated in vacuo. The residue was purified by flash column chromatography (silica gel; gradient: 0% to 60% EtOAc in hexanes) to afford (R)-ter... Reactants: ClC1=C(C(=CC=C1)Cl)NC(CNCC1=CC(=C(C=C1)OC)OC)=O (N-(2,6-dichlorophenyl)-2-[[(3,4-dimethoxyphenyl)methyl]amino]acetamide), [H-].[Al+3].[Li+].[H-].[H-].[H-] (lithium aluminum hydride). Product: ClC1=C(C(=CC=C1)Cl)NCCNCC1=CC(=C(C=C1)OC)OC (N-(2,6-Dichlorophenyl)-N'-[(3,4-dimethoxyphenyl)methyl]-1,2-ethanediamine). RXN SMILES: [Cl:1][C:2]1[CH:7]=[CH:6][CH:5]=[C:4]([Cl:8])[C:3]=1[NH:9][C:10](=O)[CH2:11][NH:12][CH2:13][C:14]1[CH:19]=[CH:18][C:17]([O:20][CH3:21])=[C:16]([O:22][CH3:23])[CH:15]=1.[H-].[Al+3].[Li+].[H-].[H-].[H-]>>[Cl:1][C:2]1[CH:7]=[CH:6][CH:5]=[C:4]([Cl:8])[C:3]=1[NH:9][CH2:10][CH2:11][NH:12][CH2:13][C:14]1[CH:19]=[CH:18][C:17]([O:20][CH3:21])=[C:16]([O:22][CH3:23])[CH:15]=1 |f:1.2.3.4.5.6|. Procedure details: In a manner similar to Preparation 2, react N-(2,6-dichlorophenyl)-2-[[(3,4-dimethoxyphenyl)methyl]amino]acetamide with lithium aluminum hydride to obtain the title compound. Reactants: CC(C(C1=CC=CC=C1)=O)NC(C(=O)OCC)=O (ethyl [(1-methyl-2-oxo-2-phenylethyl)amino](oxo)acetate), [OH-].[Na+] (NaOH), P12(=S)SP3(=S)SP(=S)(S1)SP(=S)(S2)S3 (P2S5), C(=O)([O-])[O-].[K+].[K+] (K2CO3). Run in C(Cl)(Cl)Cl (CHCl3), O (water). Run at time 12 hour. Yields the product CC=1N=C(SC1C1=CC=CC=C1)C(=O)OCC (ethyl 4-methyl-5-phenyl-1,3-thiazole-2-carboxylate). Yield: 97.6%. RXN SMILES: [CH3:1][CH:2]([NH:11][C:12](=O)[C:13]([O:15][CH2:16][CH3:17])=[O:14])[C:3](=O)[C:4]1[CH:9]=[CH:8][CH:7]=[CH:6][CH:5]=1.P12(SP3(SP(SP(S3)(S1)=S)(=S)S2)=S)=[S:20].C([O-])([O-])=O.[K+].[K+].[OH-].[Na+]>C(Cl)(Cl)Cl.O>[CH3:1][C:2]1[N:11]=[C:12]([C:13]([O:15][CH2:16][CH3:17])=[O:14])[S:20][C:3]=1[C:4]1[CH:9]=[CH:8][CH:7]=[CH:6][CH:5]=1 |f:2.3.4,5.6|. Procedure: The product from Step 24b (2.58 g, 10.4 mmol, 1 eq) and P2S5 (4.83 g, 10.9 mmol, 1.05 eq) are suspended in 30 mL CHCl3. The mixture is heated under reflux. After 12 h, water and solid K2CO3 are carefully added until all material dissolves. The aqueous layer is made sufficiently basic with 1N NaOH (pH more than 10) and extracted with EtOAc. The combined organic layers are washed with 1N NaOH and brine, dried over MgSO4, filtered and concentrated to give ethyl 4-methyl-5-phenyl-1,3-thiazole-2-carb... Starting materials: FC1=C(N)C=C(C=C1)OC (2-fluoro-5-methoxyaniline), [O-]C#N.[K+] (potassium cyanate). The solvent is C(C)(=O)O (acetic acid), O (water), O (water). Reaction conditions: temperature 19 celsius, time 2 hour. Yields the product FC1=C(C=C(C=C1)OC)NC(=O)N (N-(2-Fluoro-5-methoxyphenyl)urea). Isolated yield 69.2%. RXN SMILES: [F:1][C:2]1[CH:8]=[CH:7][C:6]([O:9][CH3:10])=[CH:5][C:3]=1[NH2:4].[O-:11][C:12]#[N:13].[K+]>C(O)(=O)C.O>[F:1][C:2]1[CH:8]=[CH:7][C:6]([O:9][CH3:10])=[CH:5][C:3]=1[NH:4][C:12]([NH2:13])=[O:11] |f:1.2|. Procedure: To a stirred solution of 2-fluoro-5-methoxyaniline (35.15 g, 249 mmol) in acetic acid (99 mL) and water (177 mL) at 35° C. was added potassium cyanate (40 g, 0.49 mol) in water (170 mL) over 20 minutes under N2. The mixture was stirred at 40° C. for 20 min and at 18 to 20° C. for 2 h, and then quenched into water (500 mL). The crude product was filtered, washed with water (1.2 L), heptane (50 mL) and slurred in a mixture of tert-butylmethylether (100 mL) and ethyl acetate (5 mL) for 5 minutes at... Starting materials: Cc1ccc(B(O)O)cc1, Cc1ccccc1, Clc1cccc(Cl)n1, [K+], [K+], [K+], O, O=P([O-])([O-])[O-], c1ccc(P(c2ccccc2)(c2ccccc2)[Pd](P(c2ccccc2)(c2ccccc2)c2ccccc2)(P(c2ccccc2)(c2ccccc2)c2ccccc2)P(c2ccccc2)(c2ccccc2)c2ccccc2)cc1. Product: Cc1ccc(-c2cccc(Cl)n2)cc1. As a reaction SMILES: [CH3:1][c:2]1[cH:3][cH:4][c:5]([B:8]([OH:9])[OH:10])[cH:6][cH:7]1.[CH3:27][c:28]1[cH:29][cH:30][cH:31][cH:32][cH:33]1.[Cl:11][c:12]1[n:13][c:14]([Cl:18])[cH:15][cH:16][cH:17]1.[K+:24].[K+:25].[K+:26].[OH2:34].[P:19]([O-:20])([O-:21])([O-:22])=[O:23].[cH:35]1[cH:36][cH:37][c:38]([P:39]([Pd:40]([P:41]([c:42]2[cH:43][cH:44][cH:45][cH:46][cH:47]2)([c:48]2[cH:49][cH:50][cH:51][cH:52][cH:53]2)[c:54]2[cH:55][cH:56][cH:57][cH:58][cH:59]2)([P:60]([c:61]2[cH:62][cH:63][cH:64][cH:65][cH:66]2)([c:67]2[cH:68][cH:69][cH:70][cH:71][cH:72]2)[c:73]2[cH:74][cH:75][cH:76][cH:77][cH:78]2)[P:79]([c:80]2[cH:81][cH:82][cH:83][cH:84][cH:85]2)([c:86]2[cH:87][cH:88][cH:89][cH:90][cH:91]2)[c:92]2[cH:93][cH:94][cH:95][cH:96][cH:97]2)([c:98]2[cH:99][cH:100][cH:101][cH:102][cH:103]2)[c:104]2[cH:105][cH:106][cH:107][cH:108][cH:109]2)[cH:110][cH:111]1>>[CH3:1][c:2]1[cH:3][cH:4][c:5](-[c:12]2[n:13][c:14]([Cl:18])[cH:15][cH:16][cH:17]2)[cH:6][cH:7]1. Starting materials: imidazolinones, sulfonamide, CS(=N)(=O)CCC(C(=O)O)N (methionine sulfoximine), phosphinothricin acetyl, CP(=O)(CC[C@@H](C(=O)O)N)O (phosphinothricin), DNA, C1C(=O)NC=N1 (imidazolinone), N[C@@H](CCC(N)=O)C(=O)O (glutamine). Yields the product CP(=O)(CC[C@@H](C(=O)O)N)O (phosphinothricin), CP(=O)(CCC(C(=O)O)N)O (glufosinate). Reaction SMILES: C1N=CNC1=O.N[C@H](C(O)=O)CCC(=O)N.[CH3:17][P:18]([OH:27])([CH2:20][CH2:21][C@H:22]([NH2:26])[C:23]([OH:25])=[O:24])=[O:19].CS(CCC(N)C(O)=O)(=O)=N>>[CH3:17][P:18]([OH:27])([CH2:20][CH2:21][C@H:22]([NH2:26])[C:23]([OH:25])=[O:24])=[O:19].[CH3:17][P:18]([OH:27])([CH2:20][CH2:21][CH:22]([NH2:26])[C:23]([OH:25])=[O:24])=[O:19]. Procedure details: Where more than one trait are introgressed into inbred sweet corn line R398D, it is preferred that the specific genes are all located at the same genomic locus in the donor, non-recurrent parent, preferably, in the case of transgenes, as part of a single DNA construct integrated into the donor's genome. Alternatively, if the genes are located at different genomic loci in the donor, non-recurrent parent, backcrossing allows to recover all of the morphological and physiological characteristics of ... Starting materials: C1(CCCCC1)C1=CC=C(C=C1)S(=O)(=O)NC(C(=O)N1CCC(CC1)C)CC1=CC(=C(C=C1)N)[N+](=O)[O-] (4-cyclohexyl-N-[1-((4-amino-3-nitrophenyl)-methyl)-2-(4-methyl-piperidin-1-yl)-2-oxoethyl]-benzenesulphonamide), C(=O)O (formic acid). Reagents/catalysts: [Pd] (palladium/charcoal). Product: C1(CCCCC1)C1=CC=C(C=C1)S(=O)(=O)NC(C(=O)N1CCC(CC1)C)CC1=CC2=C(NC=N2)C=C1 (4-Cyclohexyl-N-[1-(1H-benzimidazol-5-yl-methyl)-2-(4-methyl-piperidin-1-yl)-2-oxo-ethyl]-benzenesulphonamide). Reaction SMILES: [CH:1]1([C:7]2[CH:12]=[CH:11][C:10]([S:13]([NH:16][CH:17]([CH2:27][C:28]3[CH:33]=[CH:32][C:31]([NH2:34])=[C:30]([N+:35]([O-])=O)[CH:29]=3)[C:18]([N:20]3[CH2:25][CH2:24][CH:23]([CH3:26])[CH2:22][CH2:21]3)=[O:19])(=[O:15])=[O:14])=[CH:9][CH:8]=2)[CH2:6][CH2:5][CH2:4][CH2:3][CH2:2]1.[CH:38](O)=O>[Pd]>[CH:1]1([C:7]2[CH:12]=[CH:11][C:10]([S:13]([NH:16][CH:17]([CH2:27][C:28]3[CH:33]=[CH:32][C:31]4[NH:34][CH:38]=[N:35][C:30]=4[CH:29]=3)[C:18]([N:20]3[CH2:25][CH2:24][CH:23]([CH3:26])[CH2:22][CH2:21]3)=[O:19])(=[O:15])=[O:14])=[CH:9][CH:8]=2)[CH2:6][CH2:5][CH2:4][CH2:3][CH2:2]1. Procedure details: Prepared from 4-cyclohexyl-N-[1-((4-amino-3-nitrophenyl)-methyl)-2-(4-methyl-piperidin-1-yl)-2-oxoethyl]-benzenesulphonamide and cyclising with formic acid in the presence of palladium/charcoal analogously to Example 1. The reactants are O=C1CCN(CC1)C(=O)OC(C)(C)C (tert-butyl 4-oxopiperidine-1-carboxylate), C(=C)[Mg]Br (vinylmagnesium bromide), O (water). Solvent: ClCCl (dichloromethane). Reaction conditions: time 1 hour. Product: C(=C)C1(CCN(CC1)C(=O)OC(C)(C)C)O (tert-butyl 4-ethenyl-4-hydroxypiperidine-1-carboxylate). Reaction SMILES: [O:1]=[C:2]1[CH2:7][CH2:6][N:5]([C:8]([O:10][C:11]([CH3:14])([CH3:13])[CH3:12])=[O:9])[CH2:4][CH2:3]1.[CH:15]([Mg]Br)=[CH2:16].O>ClCCl>[CH:15]([C:2]1([OH:1])[CH2:3][CH2:4][N:5]([C:8]([O:10][C:11]([CH3:14])([CH3:13])[CH3:12])=[O:9])[CH2:6][CH2:7]1)=[CH2:16]. Procedure details: To a solution of tert-butyl 4-oxopiperidine-1-carboxylate (1.00 g, 5.02 mmol) in 20 mL of dichloromethane at 0° C. under an atmosphere of nitrogen was added vinylmagnesium bromide (0.7 M dichloromethane solution, 9.32 mL, 6.52 mmol) dropwise. After 1 hr, the mixture was treated with water and extracted 3× with ethyl acetate. The combined organic extracts were dried with sodium sulfate, filtered and concentrated in vacuo. The residue was purified via silica gel chromatography, eluting with 0-60% ...